Dataset: the Open Reaction Database (ORD), a public repository of structured organic reaction records. Task: describe an organic reaction: reactants, conditions, products, and yield Starting materials: ClC1=NC(=C2N=CN(C2=N1)C(C)C)NCC1=CC=C(C=C1)OC (2-chloro-6-(4-methoxybenzylamino)-9-isopropylpurine), resultant solution, O (Water), [H-].[Na+] (sodium hydride), IC(C)C (2-Iodopropane). Run in CN(C)C=O (DMF). Reaction conditions: time 30 minute. Yields the product C(C)(C)C1=NC=C2NC=NC2=N1 (isopropyl purine). The yield is 89.0%. RXN SMILES: Cl[C:2]1[N:10]=[C:9]2[C:5]([N:6]=[CH:7][N:8]2C(C)C)=[C:4](NCC2C=CC(OC)=CC=2)[N:3]=1.[H-].[Na+].I[CH:27]([CH3:29])[CH3:28].O>CN(C=O)C>[CH:27]([C:2]1[N:10]=[C:9]2[C:5]([NH:6][CH:7]=[N:8]2)=[CH:4][N:3]=1)([CH3:29])[CH3:28] |f:1.2|. Reported procedure: Preparation of 2-chloro-6-(4-methoxybenzylamino)-9-isopropylpurine (2) 2-chloro-6-(4-methoxybenzylamino)purine was suspended in dry DMF (5 ml) and treated with sodium hydride, 60% dispersion (82 mg, 2.06 mmol). The suspension was stirred for 30 min over which time it became a clear yellow/green solution. 2-Iodopropane (0.280 mL, 1.7 eq.) was added over 5 min and the resultant solution stirred for 2 days. Water was added and the solution and extracted with ethyl acetate. The organic layer was eva... As a reaction SMILES: [CH3:1][C:2]([CH3:5])([O-])[CH3:3].[K+].Br[C:8]1[CH:13]=[C:12]([C:14]([F:17])([F:16])[F:15])[C:11]([NH:18][C:19](=[O:25])[CH2:20][C:21]([CH3:24])([CH3:23])[CH3:22])=[C:10]([Cl:26])[CH:9]=1>C1(C)C=CC=CC=1>[Cl:26][C:10]1[CH:9]=[C:8]([N:18]2[CH2:19][CH2:20][C:5]3[C:2](=[CH:3][CH:11]=[C:12]([C:14]([F:17])([F:16])[F:15])[CH:13]=3)[CH2:1]2)[CH:13]=[C:12]([C:14]([F:17])([F:16])[F:15])[C:11]=1[NH:18][C:19](=[O:25])[CH2:20][C:21]([CH3:24])([CH3:23])[CH3:22] |f:0.1|. The solvent is C1(=CC=CC=C1)C (toluene). Reported procedure: Bis(dibenzylidineacetone)palladium (2 mg, 0.0035 mmol) and (2′-dicyclohexyl phosphanyl-biphenyl-2-yl)-dimethylamine (3.3 mg, 0.0084 mmol) were added to dry toluene (10 mL purged with argon) and stirred for 15 minutes under argon. Potassium tert-butoxide (197 mg, 1.75 mmol), 6-trifluoro-1,2,3,4-tetrahydroisoquinoline (154 mg, 0.65 mmol) and N-(4-bromo-2-chloro-6-(trifluoromethyl)phenyl)-3,3-dimethylbutanamide (200 mg, 0.54 mmol) were then added, and the reaction mixture was stirred at 90° C. over... Run at time 15 minute. Product: ClC1=C(C(=CC(=C1)N1CC2=CC=C(C=C2CC1)C(F)(F)F)C(F)(F)F)NC(CC(C)(C)C)=O (N-[2-Chloro-6-trifluoromethyl-4-(6-trifluoromethyl-3,4-dihydro-1H-isoquinolin-2-yl)-phenyl]-3 3-dimethyl butanamide). The reactants are Bis(dibenzylidineacetone)palladium, (2′-dicyclohexyl phosphanyl-biphenyl-2-yl)-dimethylamine, CC(C)([O-])C.[K+] (Potassium tert-butoxide), 6-trifluoro-1,2,3,4-tetrahydroisoquinoline, BrC1=CC(=C(C(=C1)C(F)(F)F)NC(CC(C)(C)C)=O)Cl (N-(4-bromo-2-chloro-6-(trifluoromethyl)phenyl)-3,3-dimethylbutanamide). Reported procedure: Trimethylsulfonium iodide (1.50 g, 7.34 mmol) and sodium hydride (0.293 g, 7.34 mmol) were placed into a dry round bottom under nitrogen. DMSO (25 mL) was added and the mixture was stirred for 40 min. The solution turned cloudy. 3-Pyridin-4-yl-acrylic acid ethyl ester (7A, 1.0 g, 5.6 mmol) in DMSO (40 ml) was added dropwise at room temperature. The mixture was left to stir overnight and product was observed the next day by analytical HPLC. The reaction was quenched with 10 mL of water and the mi... The reactants are [I-].C[S+](C)C (Trimethylsulfonium iodide), [H-].[Na+] (sodium hydride), C(C)OC(C=CC1=CC=NC=C1)=O (3-Pyridin-4-yl-acrylic acid ethyl ester). Conditions: time 40 minute. Yields the product N1=CC=C(C=C1)[C@H]1[C@@H](C1)C(=O)OCC (trans-ethyl 2-(pyridin-4-yl)cyclopropanecarboxylate). Isolated yield 18.7%. Run in CS(=O)C (DMSO), CS(=O)C (DMSO). RXN SMILES: [I-].[CH3:2][S+](C)C.[H-].[Na+].[CH2:8]([O:10][C:11](=[O:20])[CH:12]=[CH:13][C:14]1[CH:19]=[CH:18][N:17]=[CH:16][CH:15]=1)[CH3:9]>CS(C)=O>[N:17]1[CH:18]=[CH:19][C:14]([C@@H:13]2[CH2:2][C@H:12]2[C:11]([O:10][CH2:8][CH3:9])=[O:20])=[CH:15][CH:16]=1 |f:0.1,2.3|. Reactants: C([O-])(O)=O.[K+] (Potassium bicarbonate), CNCCC1=CC=CC=C1 (N-methylphenethylamine), ClC=1C(SSC1Cl)=O (4,5-dichloro-1,2-dithiol-3-one). The solvent is CO (methanol), CO (methanol). Conditions: temperature 20 celsius, time 20 hour. Product: ClC=1C(SSC1N(CCC1=CC=CC=C1)C)=O (4-chloro-5-[N-methyl-N-(2-phenylethyl)-amino]-1,2-dithiol-3-one). Yield: 31.3%. Reaction SMILES: C(=O)(O)[O-].[K+].[CH3:6][NH:7][CH2:8][CH2:9][C:10]1[CH:15]=[CH:14][CH:13]=[CH:12][CH:11]=1.[Cl:16][C:17]1[C:18](=[O:23])[S:19][S:20][C:21]=1Cl>CO>[Cl:16][C:17]1[C:18](=[O:23])[S:19][S:20][C:21]=1[N:7]([CH3:6])[CH2:8][CH2:9][C:10]1[CH:15]=[CH:14][CH:13]=[CH:12][CH:11]=1 |f:0.1|. Reported procedure: Potassium bicarbonate (6 g) and a solution of N-methylphenethylamine (8 g) in methanol (150 cc) are added to a solution of 4,5-dichloro-1,2-dithiol-3-one (11.2 g) in methanol (350 cc). The reaction mixture is stirred at a temperature of about 20° C. for 20 hours, filtered and concentrated to dryness under reduced pressure (2.7 kPa) at 40° C. The residue is dissolved in methylene chloride (210 cc); the solution obtained is washed 3 times with distilled water (60 cc in total), dried over magnesium...